From a dataset of the Open Reaction Database (ORD), a public repository of structured organic reaction records. describe an organic reaction: reactants, conditions, products, and yield The reactants are C(C)(C)(C)OC(C1=CC=C(C=C1)Br)=O (tert-butyl-4-bromobenzoate), C1(=CC=C(C=C1)B(O)O)C (4-tolylboronic acid), C([O-])([O-])=O.[Na+].[Na+] (sodium carbonate). The reagents and catalysts are C=1C=CC(=CC1)[P](C=2C=CC=CC2)(C=3C=CC=CC3)[Pd]([P](C=4C=CC=CC4)(C=5C=CC=CC5)C=6C=CC=CC6)([P](C=7C=CC=CC7)(C=8C=CC=CC8)C=9C=CC=CC9)[P](C=1C=CC=CC1)(C=1C=CC=CC1)C=1C=CC=CC1 (tetrakis(triphenylphosphine)palladium(0)). Run in C1(=CC=CC=C1)C (toluene), O (water). Product: C(C)(C)(C)OC(C1=CC=C(C=C1)C1=CC=C(C=C1)C)=O (tert-butyl-4-(4-tolyl)benzoate). Isolated yield 79.5%. RXN SMILES: [C:1]([O:5][C:6](=[O:14])[C:7]1[CH:12]=[CH:11][C:10](Br)=[CH:9][CH:8]=1)([CH3:4])([CH3:3])[CH3:2].[C:15]1([CH3:24])[CH:20]=[CH:19][C:18](B(O)O)=[CH:17][CH:16]=1.C(=O)([O-])[O-].[Na+].[Na+]>C1(C)C=CC=CC=1.O.C1C=CC([P]([Pd]([P](C2C=CC=CC=2)(C2C=CC=CC=2)C2C=CC=CC=2)([P](C2C=CC=CC=2)(C2C=CC=CC=2)C2C=CC=CC=2)[P](C2C=CC=CC=2)(C2C=CC=CC=2)C2C=CC=CC=2)(C2C=CC=CC=2)C2C=CC=CC=2)=CC=1>[C:1]([O:5][C:6](=[O:14])[C:7]1[CH:12]=[CH:11][C:10]([C:18]2[CH:19]=[CH:20][C:15]([CH3:24])=[CH:16][CH:17]=2)=[CH:9][CH:8]=1)([CH3:4])([CH3:3])[CH3:2] |f:2.3.4,^1:42,44,63,82|. Procedure: To a mixture of tert-butyl-4-bromobenzoate (40 g, 0.15 mol), 4-tolylboronic acid (23.3 g, 0.17 mol) and sodium carbonate (150 g) in toluene (350 mL) and water (350 mL) was added tetrakis(triphenylphosphine)palladium(0) (8.7 g, 0.007 mol) and the reaction mixture was refluxed for 10 h under nitrogen atmosphere. The organic layer was separated, washed with water, dried and concentrated to give tert-butyl-4-(4-tolyl)benzoate (32 g, 77%).